From a dataset of the Open Reaction Database (ORD), a public repository of structured organic reaction records. describe an organic reaction: reactants, conditions, products, and yield The reactants are C[Li] (methyllithium), C(C)OC(=O)C=1SC(=C2C1CCC(C2)(C)C)Br (3-bromo-5,5-dimethyl-4,5,6,7-tetrahydro-benzo[c]thiophene-1-carboxylic acid ethyl ester), CuO, C[O-].[Na+] (NaOMe). The solvent is C(C)OCC (diethyl ether), CO (methanol), C(C)OCC (diethyl ether), CCOCC (ether). Run at time 15 minute. The product is COC1=C2C(=C(S1)C(C)=O)CCC(C2)(C)C (1-(3-methoxy-5,5-dimethyl-4,5,6,7-tetrahydro-benzo[c]thiophen-1-yl)-ethanone). As a reaction SMILES: C(O[C:4]([C:6]1[S:7][C:8](Br)=[C:9]2[CH2:14][C:13]([CH3:16])([CH3:15])[CH2:12][CH2:11][C:10]=12)=[O:5])C.[CH3:18][O-:19].[Na+].[CH3:21][Li]>CO.CCOCC>[CH3:18][O:19][C:8]1[S:7][C:6]([C:4](=[O:5])[CH3:21])=[C:10]2[CH2:11][CH2:12][C:13]([CH3:15])([CH3:16])[CH2:14][C:9]=12 |f:1.2|. Procedure: A mixture of crude 3-bromo-5,5-dimethyl-4,5,6,7-tetrahydro-benzo[c]thiophene-1-carboxylic acid ethyl ester (774 mg, 2.44 mmol), CuO (99 mg, 1.25 mmol) and NaOMe (540 mg, 10 mmol) in methanol (3 mL) is refluxed for 76 h. The mixture is diluted with ether (75 mL) and extracted with 1 N aq. NaOH (2×30 mL). The aq. extracts are acidified with 2 N aq. HCl (75 mL) and extracted with DCM (3×50 mL). The organic extracts are dried (Na2SO4), filtered and evaporated to provide crude 3-methoxy-5,5-dimethyl-... Reactants: ON1N=NC2=C1C=CC=C2.O (N-Hydroxybenzotriazole·H2O), C(C)(C)C1=C(N)C=CC=C1 (2-isopropylaniline), Cl.CN(CCCN=C=NCC)C (1-(3-dimethylaminopropyl) -3-ethylcarbodiimide-HCl), C(C)(C)(C)C1=CC=C(C=C1)S(=O)(=O)NC1=C(C(=NC(=N1)N1CCOCC1)OCCC(=O)O)OC1=C(C=CC=C1)OC (3-[6-(4-t-Butylphenylsulfonylamino)-5-(2-methoxyphenoxy)-2-morpholino-4-pyrimidinyloxy]propionic acid). Run in CN(C=O)C.C(Cl)Cl (dimethylformamide methylene chloride). Run at time 8 hour. The product is C(C)(C)C1=C(C=CC=C1)NC(CCOC1=NC(=NC(=C1OC1=C(C=CC=C1)OC)NS(=O)(=O)C1=CC=C(C=C1)C(C)(C)C)N1CCOCC1)=O (N-(2-isopropylphenyl)-3-[6-(4-t-butylphenylsulfonylamino)-5-(2-methoxyphenoxy)-2-morpholino-4-pyrimidinyloxy]propionamide). Isolated yield 101.3%. As a reaction SMILES: [C:1]([C:5]1[CH:10]=[CH:9][C:8]([S:11]([NH:14][C:15]2[N:20]=[C:19]([N:21]3[CH2:26][CH2:25][O:24][CH2:23][CH2:22]3)[N:18]=[C:17]([O:27][CH2:28][CH2:29][C:30](O)=[O:31])[C:16]=2[O:33][C:34]2[CH:39]=[CH:38][CH:37]=[CH:36][C:35]=2[O:40][CH3:41])(=[O:13])=[O:12])=[CH:7][CH:6]=1)([CH3:4])([CH3:3])[CH3:2].ON1C2C=CC=CC=2N=N1.O.[CH:53]([C:56]1[CH:62]=[CH:61][CH:60]=[CH:59][C:57]=1[NH2:58])([CH3:55])[CH3:54].Cl.CN(C)CCCN=C=NCC>CN(C)C=O.C(Cl)Cl>[CH:53]([C:56]1[CH:62]=[CH:61][CH:60]=[CH:59][C:57]=1[NH:58][C:30](=[O:31])[CH2:29][CH2:28][O:27][C:17]1[C:16]([O:33][C:34]2[CH:39]=[CH:38][CH:37]=[CH:36][C:35]=2[O:40][CH3:41])=[C:15]([NH:14][S:11]([C:8]2[CH:9]=[CH:10][C:5]([C:1]([CH3:3])([CH3:4])[CH3:2])=[CH:6][CH:7]=2)(=[O:12])=[O:13])[N:20]=[C:19]([N:21]2[CH2:26][CH2:25][O:24][CH2:23][CH2:22]2)[N:18]=1)([CH3:55])[CH3:54] |f:1.2,4.5,6.7|. Reported procedure: 3-[6-(4-t-Butylphenylsulfonylamino)-5-(2-methoxyphenoxy)-2-morpholino-4-pyrimidinyloxy]propionic acid (80 mg) was dissolved in dimethylformamide-methylene chloride (1:1, 6 ml). N-Hydroxybenzotriazole·H2O (42.2 mg), 2-isopropylaniline (133.2 mg), and 1-(3-dimethylaminopropyl) -3-ethylcarbodiimide-HCl (32.6 mg) were added to the mixture. The reaction mixture was stirred overnight at room temperature. After the solvent was evaporated, ethyl acetate was added. The organic layer was successively wash... Starting materials: Cl.Cl.NC1=NC=2C=CC=NC2C2=C1N=C(N2CC2(CCNCC2)O)C (4-[(4-amino-2-methyl-1H-imidazo[4,5-c][1,5]naphthyridin-1-yl)methyl]piperidin-4-ol dihydrochloride), [OH-].[Na+] (sodium hydroxide). The product is NC1=NC=2C=CC=NC2C2=C1N=C(N2CC2(CCNCC2)O)C (4-[(4-amino-2-methyl-1H-imidazo[4,5-c][1,5]naphthyridin-1-yl)methyl]piperidin-4-ol). Yield: 77.1%. Reaction SMILES: Cl.Cl.[NH2:3][C:4]1[C:13]2[N:14]=[C:15]([CH3:25])[N:16]([CH2:17][C:18]3([OH:24])[CH2:23][CH2:22][NH:21][CH2:20][CH2:19]3)[C:12]=2[C:11]2[N:10]=[CH:9][CH:8]=[CH:7][C:6]=2[N:5]=1.[OH-].[Na+]>>[NH2:3][C:4]1[C:13]2[N:14]=[C:15]([CH3:25])[N:16]([CH2:17][C:18]3([OH:24])[CH2:23][CH2:22][NH:21][CH2:20][CH2:19]3)[C:12]=2[C:11]2[N:10]=[CH:9][CH:8]=[CH:7][C:6]=2[N:5]=1 |f:0.1.2,3.4|. Procedure details: A mixture of 4-[(4-amino-2-methyl-1H-imidazo[4,5-c][1,5]naphthyridin-1-yl)methyl]piperidin-4-ol dihydrochloride (0.80 g) and 1N sodium hydroxide (8 mL) was sonicated for 2 minutes. A solid was isolated by filtration, washed with water, and dried under high vacuum at 100° C. to provide 0.50 g of 4-[(4-amino-2-methyl-1H-imidazo[4,5-c][1,5]naphthyridin-1-yl)methyl]piperidin-4-ol as a yellow powder, mp>260.0° C. Anal. Calcd for C16H20N6O C, 61.52; H, 6.45; N, 26.90. Found: C, 61.23; H, 6.39; N, 26.9... Starting materials: CC(C)=C (Isobutylene), C(C)(C)(C)C1(C(C=CC=C1N)C)N (ortho-tert-butyltoluenediamine), C=1(C(=CC=CC1N)N)C (2,6-toluenediamine). Run at temperature 200 celsius. Yields the product CC(C)=C (isobutylene), C1(=C(C(=CC=C1)N)N)C (toluenediamine). Reaction SMILES: [C:1]([C:5]1([NH2:13])[C:10]([NH2:11])=[CH:9][CH:8]=[CH:7][CH:6]1[CH3:12])([CH3:4])([CH3:3])[CH3:2].C1(C)C(N)=CC=CC=1N.CC(=C)C>>[CH3:3][C:1](=[CH2:2])[CH3:4].[C:6]1([CH3:12])[CH:7]=[CH:8][CH:9]=[C:10]([NH2:11])[C:5]=1[NH2:13]. Reported procedure: Synthesis of the above recited ortho-tert-butyltoluenediamine was carried out in a 1 gallon stainless steel pressure vessel equipped with a mechanical stirrer. The vessel was charged with a 150 gram portion of a powdered commercially available silica-alumina catalyst containing 13% alumina and 1500 grams (12.24 moles) of 2,6-toluenediamine. The autoclave was sealed and purged with nitrogen. A residual blanket of nitrogen was left in the autoclave, leaving the pressure at 16 psig. The contents of... Reactants: CCCC[Sn](Cl)(CCCC)CCCC, C1CCOC1, CN(C)P(=O)(N(C)C)N(C)C, [Cl-], O=C(NCCS(=O)(=O)NCC(=O)c1ncn2ccsc12)OCc1ccc([N+](=O)[O-])cc1, [NH4+]. Product: CCCC[Sn](CCCC)(CCCC)c1cn2cnc(C(=O)CNS(=O)(=O)CCNC(=O)OCc3ccc([N+](=O)[O-])cc3)c2s1. Reaction SMILES: [CH2:1]([CH2:2][CH2:3][CH3:4])[Sn:5]([CH2:6][CH2:7][CH2:8][CH3:9])([CH2:10][CH2:11][CH2:12][CH3:13])[Cl:14].[CH2:48]1[O:49][CH2:50][CH2:51][CH2:52]1.[CH3:53][N:54]([CH3:55])[P:56]([N:57]([CH3:58])[CH3:59])([N:60]([CH3:61])[CH3:62])=[O:63].[Cl-:46].[N+:15](=[O:16])([O-:17])[c:18]1[cH:19][cH:20][c:21]([CH2:22][O:23][C:24](=[O:25])[NH:26][CH2:27][CH2:28][S:29](=[O:30])(=[O:31])[NH:32][CH2:33][C:34](=[O:35])[c:36]2[n:37][cH:38][n:39]3[c:40]2[s:41][cH:42][cH:43]3)[cH:44][cH:45]1.[NH4+:47]>>[CH2:1]([CH2:2][CH2:3][CH3:4])[Sn:5]([CH2:6][CH2:7][CH2:8][CH3:9])([CH2:10][CH2:11][CH2:12][CH3:13])[c:42]1[s:41][c:40]2[c:36]([C:34]([CH2:33][NH:32][S:29]([CH2:28][CH2:27][NH:26][C:24]([O:23][CH2:22][c:21]3[cH:20][cH:19][c:18]([N+:15](=[O:16])[O-:17])[cH:45][cH:44]3)=[O:25])(=[O:30])=[O:31])=[O:35])[n:37][cH:38][n:39]2[cH:43]1.